From a dataset of the Open Reaction Database (ORD), a public repository of structured organic reaction records. describe an organic reaction: reactants, conditions, products, and yield Reactants: C(C)(C)(C)OC(=O)N1CCC(CC1)=O (N-tert-Butoxycarbonyl-4-piperidinone), [H][H] (hydrogen), [H][H] (hydrogen), C(C1=CC=CC=C1)N1S(CC(C2=C1C=CC=C2)=O)(=O)=O (1-Benzyl-2,2-dioxo-2,3-dihydro-1H-2,1-benzothiazin-4-one), N1CCCCC1 (piperidine), [H][H] (hydrogen). The solvent is N1=CC=CC=C1 (pyridine). Conditions: time 40 hour. Product: C(C)(C)(C)OC(=O)N1CCC(CC1)C1S(NC2=C(C1=O)C=CC=C2)(=O)=O (4-(2, 2, 4-Trioxo-1,2,3,4-tetrahydro-2,1-benzothiazin-3-yl)-piperidine-1-carboxylic acid tert-butyl ester). The yield is 24.0%. RXN SMILES: C([N:8]1[C:13]2[CH:14]=[CH:15][CH:16]=[CH:17][C:12]=2[C:11](=[O:18])[CH2:10][S:9]1(=[O:20])=[O:19])C1C=CC=CC=1.[C:21]([O:25][C:26]([N:28]1[CH2:33][CH2:32][C:31](=O)[CH2:30][CH2:29]1)=[O:27])([CH3:24])([CH3:23])[CH3:22].N1CCCCC1.[H][H]>N1C=CC=CC=1>[C:21]([O:25][C:26]([N:28]1[CH2:33][CH2:32][CH:31]([CH:10]2[C:11](=[O:18])[C:12]3[CH:17]=[CH:16][CH:15]=[CH:14][C:13]=3[NH:8][S:9]2(=[O:19])=[O:20])[CH2:30][CH2:29]1)=[O:27])([CH3:24])([CH3:22])[CH3:23]. Procedure details: 1-Benzyl-2,2-dioxo-2,3-dihydro-1H-2,1-benzothiazin-4-one (1.51 g, 5.26 mmol) was dissolved in pyridine (50 mL). N-tert-Butoxycarbonyl-4-piperidinone (1.24 g, 6.33 mmol) was added to the mixture followed by piperidine (110 μL, 1.11 mmol). Molecular sieves were added to the mixture. Reaction stirred at room temperature for 40 hours. Reaction mixture was filtered over celite. Filtrate was concentrated in vacuo. Residue was purified by silica gel chromatography. The major component was isolated and ... Starting materials: N1C=CC(C2=CC=CC=C12)=O (4(1H)-quinolone). The solvent is P(=O)(Cl)(Cl)Cl (phosphorus oxychloride). Yields the product N1=CC=CC2=CC=CC=C12 (quinoline). The yield is 79.4%. RXN SMILES: [NH:1]1[C:10]2[C:5](=[CH:6][CH:7]=[CH:8][CH:9]=2)[C:4](=O)[CH:3]=[CH:2]1>P(Cl)(Cl)(Cl)=O>[N:1]1[C:10]2[C:5](=[CH:6][CH:7]=[CH:8][CH:9]=2)[CH:4]=[CH:3][CH:2]=1. Reported procedure: 3-butyryl-6-benzoyloxymethyl)-4(1H)-quinolone (30 g) was heated under reflux in phosphorus oxychloride (200 ml) for 30 minutes. The solvent was evaporated and the residue partitioned between dichloromethane and ammonia solution. The organic layer was washed successively with sodium hydrogen carbonate solution and 50% brine. Dried anhyd. MgSO4), filtered and evaporated to an oily solid which crystallized on trituration with petroleum ether to give 3-butyryl-4-chloro-6-benzyloxymethyl)quinoline (2... Starting materials: BrC1=CN=C2N1N=C(C=C2)NC[C@H]2N(CCC2)C(=O)OC(C)(C)C ((S)-tert-butyl 2-(((3-bromoimidazo[1,2-b]pyridazin-6-yl)amino)methyl)pyrrolidine-1-carboxylate), C(C)(=O)Cl (acetyl chloride). Solvent: CO (MeOH). Reaction conditions: time 8 hour. Product: BrC1=CN=C2N1N=C(C=C2)NC[C@H]2NCCC2 ((S)-3-bromo-N-(pyrrolidin-2-ylmethyl)imidazo[1,2-b]pyridazin-6-amine), Cl (HCl). Yield: 100.0%. Reaction SMILES: [Br:1][C:2]1[N:6]2[N:7]=[C:8]([NH:11][CH2:12][C@@H:13]3[CH2:17][CH2:16][CH2:15][N:14]3C(OC(C)(C)C)=O)[CH:9]=[CH:10][C:5]2=[N:4][CH:3]=1.C([Cl:28])(=O)C>CO>[Br:1][C:2]1[N:6]2[N:7]=[C:8]([NH:11][CH2:12][C@@H:13]3[CH2:17][CH2:16][CH2:15][NH:14]3)[CH:9]=[CH:10][C:5]2=[N:4][CH:3]=1.[ClH:28]. Procedure: To a solution of (S)-tert-butyl 2-(((3-bromoimidazo[1,2-b]pyridazin-6-yl)amino)methyl)pyrrolidine-1-carboxylate (13.4 g, 33.8 mmol) in MeOH (100 mL) was cooled to 0° C. and added acetyl chloride (24 mL, 338 mL) dropwise. The reaction was warmed to rt and stirred for overnight, and concentrated to give (S)-3-bromo-N-(pyrrolidin-2-ylmethyl)imidazo[1,2-b]pyridazin-6-amine as HCl salt (11 g, 100% yield). LRMS (ESI) m/e 298.0 [(M+H)+, calcd for C11H15BrN5 298.2].